From a dataset of the Open Reaction Database (ORD), a public repository of structured organic reaction records. describe an organic reaction: reactants, conditions, products, and yield Starting materials: ClC=1C=C(OC[C@@H]2CN(C(O2)=O)[C@@H](COC2=CC=C(CC3C(N(C(S3)=O)C(C3=CC=CC=C3)(C3=CC=CC=C3)C3=CC=CC=C3)=O)C=C2)C)C=CC1 (5-[4-{2(R)-[5(S)-(3-chlorophenoxymethyl)-2-oxooxazolidin-3-yl]propoxy}benzyl]-3-triphenylmethylthiazolidine-2,4-dione), FC(C(=O)O)(F)F (trifluoroacetic acid). The solvent is C(Cl)Cl (methylene chloride). Product: ClC=1C=C(OC[C@@H]2CN(C(O2)=O)[C@@H](COC2=CC=C(CC3C(NC(S3)=O)=O)C=C2)C)C=CC1 (5-[4-{2(R)-[5(S)-(3-Chlorophenoxymethyl)-2-oxooxazolidin-3-yl]propoxy}benzyl]thiazolidine-2,4-dione). The yield is 80.9%. RXN SMILES: [Cl:1][C:2]1[CH:3]=[C:4]([CH:50]=[CH:51][CH:52]=1)[O:5][CH2:6][C@H:7]1[O:11][C:10](=[O:12])[N:9]([C@H:13]([CH3:49])[CH2:14][O:15][C:16]2[CH:48]=[CH:47][C:19]([CH2:20][CH:21]3[S:25][C:24](=[O:26])[N:23](C(C4C=CC=CC=4)(C4C=CC=CC=4)C4C=CC=CC=4)[C:22]3=[O:46])=[CH:18][CH:17]=2)[CH2:8]1.FC(F)(F)C(O)=O>C(Cl)Cl>[Cl:1][C:2]1[CH:3]=[C:4]([CH:50]=[CH:51][CH:52]=1)[O:5][CH2:6][C@H:7]1[O:11][C:10](=[O:12])[N:9]([C@H:13]([CH3:49])[CH2:14][O:15][C:16]2[CH:48]=[CH:47][C:19]([CH2:20][CH:21]3[S:25][C:24](=[O:26])[NH:23][C:22]3=[O:46])=[CH:18][CH:17]=2)[CH2:8]1. Procedure details: A procedure similar to that described in Example 1 was repeated, except that 0.96 g of 5-[4-{2(R)-[5(S)-(3-chlorophenoxymethyl)-2-oxooxazolidin-3-yl]propoxy}benzyl]-3-triphenylmethylthiazolidine-2,4-dione (prepared as described in Preparation 29), 4 ml of methylene chloride and 4 ml of trifluoroacetic acid were used, to give 0.52 g of the title compound having a melting point of 48° C. to 53° C. (softening) and having [α]D =+54.0° (methanol, c=1.000). Reactants: COC([C@@H](CNC(C1=CC=C(C=C1)CN(C(=O)NC1=CC(=CC=C1)C(C)(C)C)C1=CC=C(C=C1)C1CCCCC1)=O)O)=O ((R)-3-{4-[3-(3-tert-Butylphenyl)-1-(4-cyclohexylphenyl)ureidomethyl]benzoylamino}-2-hydroxypropionic acid methyl ester), [OH-].[Na+] (sodium hydroxide). Run in C(C)O (ethanol). Reaction conditions: time 1.5 hour. Product: C(C)(C)(C)C=1C=C(C=CC1)NC(N(C1=CC=C(C=C1)C1CCCCC1)CC1=CC=C(C(=O)NC[C@H](C(=O)O)O)C=C1)=O ((R)-3{-4[-3-(3-tert-Butylphenyl)-1-(4-cyclohexylphenyl)ureidomethyl]benzoylamino}-2-hydroxypropionic Acid). The yield is 93.0%. RXN SMILES: C[O:2][C:3](=[O:43])[C@H:4]([OH:42])[CH2:5][NH:6][C:7](=[O:41])[C:8]1[CH:13]=[CH:12][C:11]([CH2:14][N:15]([C:29]2[CH:34]=[CH:33][C:32]([CH:35]3[CH2:40][CH2:39][CH2:38][CH2:37][CH2:36]3)=[CH:31][CH:30]=2)[C:16]([NH:18][C:19]2[CH:24]=[CH:23][CH:22]=[C:21]([C:25]([CH3:28])([CH3:27])[CH3:26])[CH:20]=2)=[O:17])=[CH:10][CH:9]=1.[OH-].[Na+]>C(O)C>[C:25]([C:21]1[CH:20]=[C:19]([NH:18][C:16](=[O:17])[N:15]([CH2:14][C:11]2[CH:10]=[CH:9][C:8]([C:7]([NH:6][CH2:5][C@@H:4]([OH:42])[C:3]([OH:43])=[O:2])=[O:41])=[CH:13][CH:12]=2)[C:29]2[CH:34]=[CH:33][C:32]([CH:35]3[CH2:36][CH2:37][CH2:38][CH2:39][CH2:40]3)=[CH:31][CH:30]=2)[CH:24]=[CH:23][CH:22]=1)([CH3:28])([CH3:26])[CH3:27] |f:1.2|. Procedure details: (R)-3-{4-[3-(3-tert-Butylphenyl)-1-(4-cyclohexylphenyl)ureidomethyl]benzoylamino}-2-hydroxypropionic acid methyl ester (0.11 g, 0.188 mmol) was dissolved in ethanol (4 mL) and sodium hydroxide (4 N, 0.28 mL, 1.128 mmol) was added. The reaction was stirred for 1.5 hour and concentrated in vacuo to remove the ethanol. The residue was diluted with water (10 mL), acidified with hydrochloric acid (4 N, 0.3 mL) and extracted with ethyl acetate (2×10 mL). The combined organic phases were washed with wa... The reactants are BrC1=C(C=CC=C1)S(=O)(=O)NC=1C(=NN(C1)C1=CC=CC=C1)C(=O)N1CCOCC1 (2-bromo-N-[3-(morpholin-4-ylcarbonyl)-1-phenyl-1H-pyrazol-4-yl]benzenesulfonamide), [H-].[Na+] (sodium hydride), C(Cl)Cl (DCM), IC (iodomethane). Run in C1CCOC1 (THF), O (water). Run at time 12 hour. The product is BrC1=C(C=CC=C1)S(=O)(=O)N(C=1C(=NN(C1)C1=CC=CC=C1)C(=O)N1CCOCC1)C (2-Bromo-N-methyl-N-[3-(morpholin-4-ylcarbonyl)-1-phenyl-1H-pyrazol-4-yl]benzenesulfonamide). The yield is 97.0%. As a reaction SMILES: [Br:1][C:2]1[CH:7]=[CH:6][CH:5]=[CH:4][C:3]=1[S:8]([NH:11][C:12]1[C:13]([C:23]([N:25]2[CH2:30][CH2:29][O:28][CH2:27][CH2:26]2)=[O:24])=[N:14][N:15]([C:17]2[CH:22]=[CH:21][CH:20]=[CH:19][CH:18]=2)[CH:16]=1)(=[O:10])=[O:9].[H-].[Na+].IC.[CH2:35](Cl)Cl>C1COCC1.O>[Br:1][C:2]1[CH:7]=[CH:6][CH:5]=[CH:4][C:3]=1[S:8]([N:11]([CH3:35])[C:12]1[C:13]([C:23]([N:25]2[CH2:26][CH2:27][O:28][CH2:29][CH2:30]2)=[O:24])=[N:14][N:15]([C:17]2[CH:22]=[CH:21][CH:20]=[CH:19][CH:18]=2)[CH:16]=1)(=[O:9])=[O:10] |f:1.2|. Procedure: To a solution of 2-bromo-N-[3-(morpholin-4-ylcarbonyl)-1-phenyl-1H-pyrazol-4-yl]benzenesulfonamide (30 mg; 0.06 mmol; 1.00 eq.) in THF (6 mL) is added sodium hydride (3 mg; 0.07 mmol; 1.20 eq.) and the reaction is stirred for 10 min before the addition of iodomethane (4 μL; 0.07 mmol; 1.10 eq.). After 12 h, DCM is added to the reaction mixture, ished with water (×2) and dried the organic phase over MgSO4 give 30 mg (97%) of the title compound as a white solid. 1H NMR (DMSO) δ 8.64 (s, 1H), 7.93-... The reactants are COc1ccc(N)cc1Br, COc1cc(NC(=O)CC#N)c(Cl)cc1Cl, CCOC(OCC)OCC, CC(C)O. Yields the product COc1cc(NC(=O)C(C#N)=CNc2ccc(OC)c(Br)c2)c(Cl)cc1Cl. Reaction SMILES: [Br:17][c:18]1[cH:19][c:20]([NH2:21])[cH:22][cH:23][c:24]1[O:25][CH3:26].[C:1](#[N:2])[CH2:3][C:4](=[O:5])[NH:6][c:7]1[c:8]([Cl:16])[cH:9][c:10]([Cl:15])[c:11]([O:13][CH3:14])[cH:12]1.[CH2:27]([O:28][CH:29]([O:30][CH2:31][CH3:32])[O:33][CH2:34][CH3:35])[CH3:36].[CH:37]([OH:38])([CH3:39])[CH3:40]>>[C:1](#[N:2])[C:3]([C:4](=[O:5])[NH:6][c:7]1[c:8]([Cl:16])[cH:9][c:10]([Cl:15])[c:11]([O:13][CH3:14])[cH:12]1)=[CH:27][NH:21][c:20]1[cH:19][c:18]([Br:17])[c:24]([O:25][CH3:26])[cH:23][cH:22]1. Reactants: CCOC(=O)CCN1CCCC(C(=O)OCC)C1, CC(C)(C)[O-], Cc1ccccc1, [K+]. The product is O=C1CCN2CCCC1C2. As a reaction SMILES: [CH2:7]([O:8][C:9](=[O:10])[CH2:11][CH2:12][N:13]1[CH2:14][CH:15]([C:19]([O:21][CH2:20][CH3:22])=[O:23])[CH2:16][CH2:17][CH2:18]1)[CH3:24].[CH3:1][C:2]([CH3:3])([O-:4])[CH3:5].[CH3:25][c:26]1[cH:27][cH:28][cH:29][cH:30][cH:31]1.[K+:6]>>[CH2:11]1[CH2:12][N:13]2[CH2:14][CH:15]([CH2:16][CH2:17][CH2:18]2)[C:19]1=[O:21]. The reactants are [N-]=[N+]=[N-].[Na+] (sodium azide), CN(C)C=O (DMF), ClCCOCC1=C(C(C(=C(N1)C)C(=O)OC)C1=CC(=CC=C1)Cl)C(NCCC(C1=CC=CC=C1)C1=CC=CC=C1)=O (methyl 6-(2-chloroethoxy)methyl-4-(3-chlorophenyl)-5-(3,3-diphenylpropylcarbamoyl)-2-methyl-1,4-dihydropyridine-3-carboxylate), [I-].[Na+] (sodium iodide). The solvent is CC(C)O (2-propanol), C(C)(=O)OCC (Ethyl acetate). Run at temperature 70 celsius, time 24 hour. Product: NCCOCC1=C(C(C(=C(N1)C)C(=O)OC)C1=CC(=CC=C1)Cl)C(NCCC(C1=CC=CC=C1)C1=CC=CC=C1)=O (methyl 6-(2-aminoethoxy)methyl-4-(3-chlorophenyl)-5-(3,3-diphenylpropylcarbamoyl)-2-methyl-1,4-dihydropyridine-3-carboxylate). As a reaction SMILES: Cl[CH2:2][CH2:3][O:4][CH2:5][C:6]1[NH:11][C:10]([CH3:12])=[C:9]([C:13]([O:15][CH3:16])=[O:14])[CH:8]([C:17]2[CH:22]=[CH:21][CH:20]=[C:19]([Cl:23])[CH:18]=2)[C:7]=1[C:24](=[O:41])[NH:25][CH2:26][CH2:27][CH:28]([C:35]1[CH:40]=[CH:39][CH:38]=[CH:37][CH:36]=1)[C:29]1[CH:34]=[CH:33][CH:32]=[CH:31][CH:30]=1.[I-].[Na+].[N-:44]=[N+]=[N-].[Na+].CN(C=O)C>CC(O)C.C(OCC)(=O)C>[NH2:44][CH2:2][CH2:3][O:4][CH2:5][C:6]1[NH:11][C:10]([CH3:12])=[C:9]([C:13]([O:15][CH3:16])=[O:14])[CH:8]([C:17]2[CH:22]=[CH:21][CH:20]=[C:19]([Cl:23])[CH:18]=2)[C:7]=1[C:24](=[O:41])[NH:25][CH2:26][CH2:27][CH:28]([C:29]1[CH:34]=[CH:33][CH:32]=[CH:31][CH:30]=1)[C:35]1[CH:36]=[CH:37][CH:38]=[CH:39][CH:40]=1 |f:1.2,3.4|. Procedure: 0.12 g (0.20 mmol) of methyl 6-(2-chloroethoxy)methyl-4-(3-chlorophenyl)-5-(3,3-diphenylpropylcarbamoyl)-2-methyl-1,4-dihydropyridine-3-carboxylate and 0.030 g (0.20 mmol) of sodium iodide were dissolved in 2 ml of 2-propanol, and the obtained solution was stirred at 70° C. for 24 hours. The solvent was evaporated under reduced pressure. Dichloromethane was added to the residue, and sodium iodide thus precipitated was separated by the filtration. The filtrate was treated under reduced pressure, ... The reactants are C(CC)OC(=O)C1CCC(CC1)C(CO)NC(=O)OC(C)(C)C (4-(1-tert-Butoxycarbonylamino-2-hydroxy-ethyl)-cyclohexanecarboxylic acid propyl ester), [Li+].CC(C)[N-]C(C)C (LDA). Run in C1CCOC1 (THF). Conditions: temperature -78 celsius, time 2 hour. Yields the product C(CC)OC(=O)[C@@H]1CC[C@H](CC1)C(CO)NC(=O)OC(C)(C)C (trans-4-(1-tert-Butoxycarbonylamino-2-hydroxy-ethyl)-cyclohexane-carboxylic acid propyl ester). Isolated yield 88.9%. Reaction SMILES: [CH2:1]([O:4][C:5]([CH:7]1[CH2:12][CH2:11][CH:10]([CH:13]([NH:16][C:17]([O:19][C:20]([CH3:23])([CH3:22])[CH3:21])=[O:18])[CH2:14][OH:15])[CH2:9][CH2:8]1)=[O:6])[CH2:2][CH3:3].[Li+].CC([N-]C(C)C)C>C1COCC1>[CH2:1]([O:4][C:5]([C@H:7]1[CH2:12][CH2:11][C@H:10]([CH:13]([NH:16][C:17]([O:19][C:20]([CH3:21])([CH3:23])[CH3:22])=[O:18])[CH2:14][OH:15])[CH2:9][CH2:8]1)=[O:6])[CH2:2][CH3:3] |f:1.2|. Procedure: 4-(1-tert-Butoxycarbonylamino-2-hydroxy-ethyl)-cyclohexanecarboxylic acid propyl ester (1-4) (4.26 g, 0.0129 mol, 1 eq) was dissolved in anhydrous THF (200 mL) under argon in a 1 L RB flask. The solution was cooled with an acetone-dry ice bath to −78° C. LDA (2.0 M solution) (51.7 mL, 0.103 mol, 8 eq) was added dropwise at −70° C. The reaction mixture was stirred at −70° C. for 2 hours. The reaction was quenched with MeOH (40 mL). The pH was adjusted to pH=4˜5 with 5% HCl. The mixture was extrac... Reactants: COC(=O)COc1ccc(CC(C)NCC(O)c2ccccc2)cc1, CO, N. Product: CC(Cc1ccc(OCC(N)=O)cc1)NCC(O)c1ccccc1. RXN SMILES: [C:1](=[O:2])([O:3][CH3:4])[CH2:5][O:6][c:7]1[cH:8][cH:9][c:10]([CH2:13][CH:14]([CH3:15])[NH:16][CH2:17][CH:18]([c:19]2[cH:20][cH:21][cH:22][cH:23][cH:24]2)[OH:25])[cH:11][cH:12]1.[CH3:27][OH:28].[NH3:26]>>[C:1](=[O:2])([CH2:5][O:6][c:7]1[cH:8][cH:9][c:10]([CH2:13][CH:14]([CH3:15])[NH:16][CH2:17][CH:18]([c:19]2[cH:20][cH:21][cH:22][cH:23][cH:24]2)[OH:25])[cH:11][cH:12]1)[NH2:26].